describe an organic reaction: reactants, conditions, products, and yield From a dataset of the Open Reaction Database (ORD), a public repository of structured organic reaction records. Reactants: C(=O)OCC (ethyl formate), ClC1=NC=CC=C1CC#N (2-(2-chloropyridin-3-yl)acetonitrile), [H-].[Na+] (sodium hydride), oil. The solvent is C1CCOC1 (THF), C1CCOC1 (THF). Run at time 15 minute. Yields the product ClC1=NC=CC=C1C(C#N)C=O (2-(2-chloropyridin-3-yl)-3-oxopropanenitrile). As a reaction SMILES: [Cl:1][C:2]1[C:7]([CH2:8][C:9]#[N:10])=[CH:6][CH:5]=[CH:4][N:3]=1.[H-].[Na+].[CH:13](OCC)=[O:14]>C1COCC1>[Cl:1][C:2]1[C:7]([CH:8]([CH:13]=[O:14])[C:9]#[N:10])=[CH:6][CH:5]=[CH:4][N:3]=1 |f:1.2|. Procedure details: A solution of 2-(2-chloropyridin-3-yl)acetonitrile (2.0 g, 13 mmol) in THF (5 mL) was slowly added to a suspension of sodium hydride, 60% in mineral oil (1.31 g, 33.0 mmol) in THF (10 mL) at 0° C. The mixture was stirred for 15 minutes, and ethyl formate (1.1 mL, 13 mmol) was slowly added. The mixture was stirred at RT, and monitored by LCMS. Upon completion, the reaction was extracted into EtOAc, washed organics 2×H2O, dried with Mg2SO4, filtered through fritted funnel, and lyophilized to yield... The reactants are CC1(C)OC(=O)CC(=O)O1, CCCCCC, COC(OC)OC, Nc1ccc(OC(F)(F)F)cc1. The product is CC1(C)OC(=O)C(=CNc2ccc(OC(F)(F)F)cc2)C(=O)O1. RXN SMILES: [CH3:1][C:2]1([CH3:10])[O:3][C:4](=[O:9])[CH2:5][C:6](=[O:8])[O:7]1.[CH3:30][CH2:31][CH2:32][CH2:33][CH2:34][CH3:35].[CH:23]([O:24][CH3:25])([O:26][CH3:27])[O:28][CH3:29].[F:11][C:12]([O:13][c:14]1[cH:15][cH:16][c:17]([NH2:18])[cH:19][cH:20]1)([F:21])[F:22]>>[CH3:1][C:2]1([CH3:10])[O:3][C:4](=[O:9])[C:5](=[CH:23][NH:18][c:17]2[cH:16][cH:15][c:14]([O:13][C:12]([F:11])([F:21])[F:22])[cH:20][cH:19]2)[C:6](=[O:8])[O:7]1. The reactants are Brc1ccc2c(c1)OCO2, [Li]CCCC, COc1cccc(C(C2CCCCC2=O)N(C)C)c1, [Cl-], [NH4+], C1CCOC1. Yields the product COc1cccc(C(C2CCCCC2(O)c2ccc3c(c2)OCO3)N(C)C)c1. RXN SMILES: [Br:1][c:2]1[cH:3][c:4]2[c:5]([cH:6][cH:7]1)[O:8][CH2:9][O:10]2.[CH2:11]([Li:12])[CH2:13][CH2:14][CH3:15].[CH3:16][N:17]([CH3:18])[CH:19]([CH:20]1[C:21](=[O:26])[CH2:22][CH2:23][CH2:24][CH2:25]1)[c:27]1[cH:28][c:29]([O:33][CH3:34])[cH:30][cH:31][cH:32]1.[Cl-:35].[NH4+:36].[O:37]1[CH2:38][CH2:39][CH2:40][CH2:41]1>>[c:2]1([C:21]2([OH:26])[CH:20]([CH:19]([N:17]([CH3:16])[CH3:18])[c:27]3[cH:28][c:29]([O:33][CH3:34])[cH:30][cH:31][cH:32]3)[CH2:25][CH2:24][CH2:23][CH2:22]2)[cH:3][c:4]2[c:5]([cH:6][cH:7]1)[O:8][CH2:9][O:10]2. Starting materials: CN([SiH](C)C)[Si](C)(C)C, N, O=C1CCC(=O)N1O, O=C1NS(=O)(=O)c2ccccc21. Product: C[Si](C)(C)ON1C(=O)CCC1=O. RXN SMILES: [CH3:21][SiH:22]([CH3:23])[N:28]([Si:24]([CH3:25])([CH3:26])[CH3:27])[CH3:29].[NH3:30].[OH:1][N:2]1[C:3](=[O:8])[CH2:4][CH2:5][C:6]1=[O:7].[S:9]1(=[O:19])(=[O:20])[c:10]2[c:11]([cH:12][cH:13][cH:14][cH:15]2)[C:16](=[O:17])[NH:18]1>>[O:1]([N:2]1[C:3](=[O:8])[CH2:4][CH2:5][C:6]1=[O:7])[Si:24]([CH3:25])([CH3:26])[CH3:27]. Starting materials: CCOC(=O)CBr, CC(=O)[O-], CCO, CC(C)c1c[nH]c2ccc(Oc3c(Cl)cc(N)cc3Cl)cc12, [Na+]. Yields the product CCOC(=O)CNc1cc(Cl)c(Oc2ccc3[nH]cc(C(C)C)c3c2)c(Cl)c1. Reaction SMILES: [Br:28][CH2:29][C:30](=[O:31])[O:32][CH2:33][CH3:34].[CH3:24][C:25](=[O:26])[O-:27].[CH3:35][CH2:36][OH:37].[Cl:1][c:2]1[cH:3][c:4]([NH2:5])[cH:6][c:7]([Cl:22])[c:8]1[O:9][c:10]1[cH:11][c:12]2[c:13]([CH:19]([CH3:20])[CH3:21])[cH:14][nH:15][c:16]2[cH:17][cH:18]1.[Na+:23]>>[Cl:1][c:2]1[cH:3][c:4]([NH:5][CH2:29][C:30](=[O:31])[O:32][CH2:33][CH3:34])[cH:6][c:7]([Cl:22])[c:8]1[O:9][c:10]1[cH:11][c:12]2[c:13]([CH:19]([CH3:20])[CH3:21])[cH:14][nH:15][c:16]2[cH:17][cH:18]1.